Dataset: the Open Reaction Database (ORD), a public repository of structured organic reaction records. Task: describe an organic reaction: reactants, conditions, products, and yield Starting materials: NC1CCc2cc(Br)ccc21, O=C([O-])[O-], CCOC(C)=O, O=C(Cl)OCc1ccccc1, [K+], [K+], O. The product is O=C(NC1CCc2cc(Br)ccc21)OCc1ccccc1. RXN SMILES: [Br:1][c:2]1[cH:3][c:4]2[c:8]([cH:9][cH:10]1)[CH:7]([NH2:11])[CH2:6][CH2:5]2.[C:12](=[O:13])([O-:14])[O-:15].[CH3:29][CH2:30][O:31][C:32](=[O:33])[CH3:34].[Cl:18][C:19](=[O:20])[O:21][CH2:22][c:23]1[cH:24][cH:25][cH:26][cH:27][cH:28]1.[K+:16].[K+:17].[OH2:35]>>[Br:1][c:2]1[cH:3][c:4]2[c:8]([cH:9][cH:10]1)[CH:7]([NH:11][C:19](=[O:20])[O:21][CH2:22][c:23]1[cH:24][cH:25][cH:26][cH:27][cH:28]1)[CH2:6][CH2:5]2.